This data is from the Open Reaction Database (ORD), a public repository of structured organic reaction records. The task is: describe an organic reaction: reactants, conditions, products, and yield The reactants are C(C=1C(O)=CC=CC1)=O (salicylaldehyde), 1-L, C1=C(C=CC=C1O)C (m-cresol), OCC1=CC(=CC(=C1O)CO)C (2,6-bis(hydroxymethyl)-p-cresol), SCCC(=O)O (3-mercaptopropionic acid), O.C1(=CC=C(C=C1)S(=O)(=O)O)C (p-toluene-sulfonic acid monohydrate). Solvent: C(C)(=O)O (acetic acid). Run at time 8 hour. Yields the product C=1(C(=CC=CC1O)C)C=1C=CC=C(C1C=O)O (m-cresol-salicylaldehyde). Reaction SMILES: [CH:1]1[C:6]([OH:7])=[CH:5][CH:4]=[CH:3][C:2]=1[CH3:8].OC[C:11]1[C:16]([OH:17])=[C:15]([CH2:18][OH:19])[CH:14]=[C:13](C)[CH:12]=1.SCCC(O)=O.O.C1(C)C=CC(S(O)(=O)=O)=CC=1.C(=O)C1C(=CC=CC=1)O>C(O)(=O)C>[C:1]1([C:14]2[CH:13]=[CH:12][CH:11]=[C:16]([OH:17])[C:15]=2[CH:18]=[O:19])[C:2]([CH3:8])=[CH:3][CH:4]=[CH:5][C:6]=1[OH:7] |f:3.4|. Procedure details: A mixture of 146.0 g m-cresol, 25.2 g 2,6-bis(hydroxymethyl)-p-cresol, 5.0 g 3-mercaptopropionic acid and 1.5 g p-toluene-sulfonic acid monohydrate in 200 ml glacial acetic acid were charged into a 1-L reaction vessel equipped with a paddle stirrer, reflux condenser and a nitrogen inlet tube. The mixture was heated to reflux and maintained at reflux to allow formation of the alternating copolymer. After 8 hours, 146.5 g salicylaldehyde were added over time to the reaction mixture to form substan... The reactants are C1(=CC=CC=C1)/C=C/C=1OC=C(N1)COC1=CC=C(C=C1)CCCN1C(=NC=C1)C(=O)OCC (ethyl 1-[3-[4-[2-[(E)-2-phenylethenyl]-4-oxazolylmethoxy]phenyl]propyl]-2-imidazolecarboxylate), [OH-].[Na+] (sodium hydroxide), [H-].[Al+3].[Li+].[H-].[H-].[H-] (lithium aluminum hydride), O1CCCC1 (tetrahydrofuran). Run in O (water), CCOCC (ether), CCOCC (ether). Conditions: time 1 hour. Yields the product C1(=CC=CC=C1)/C=C/C=1OC=C(N1)COC1=CC=C(C=C1)CCCN1C(=NC=C1)CO (1-[3-[4-[2-[(E)-2-phenylethenyl]-4-oxazolyl-methoxy]phenyl]propyl]-2-imidazolemethanol). The yield is 58.7%. As a reaction SMILES: [H-].[Al+3].[Li+].[H-].[H-].[H-].[C:7]1(/[CH:13]=[CH:14]/[C:15]2[O:16][CH:17]=[C:18]([CH2:20][O:21][C:22]3[CH:27]=[CH:26][C:25]([CH2:28][CH2:29][CH2:30][N:31]4[CH:35]=[CH:34][N:33]=[C:32]4[C:36](OCC)=[O:37])=[CH:24][CH:23]=3)[N:19]=2)[CH:12]=[CH:11][CH:10]=[CH:9][CH:8]=1.O1CCCC1.[OH-].[Na+]>CCOCC.O>[C:7]1(/[CH:13]=[CH:14]/[C:15]2[O:16][CH:17]=[C:18]([CH2:20][O:21][C:22]3[CH:27]=[CH:26][C:25]([CH2:28][CH2:29][CH2:30][N:31]4[CH:35]=[CH:34][N:33]=[C:32]4[CH2:36][OH:37])=[CH:24][CH:23]=3)[N:19]=2)[CH:8]=[CH:9][CH:10]=[CH:11][CH:12]=1 |f:0.1.2.3.4.5,8.9|. Procedure: To a suspension of lithium aluminum hydride (25 mg) in ether (5 ml) was added dropwise, under ice-cooling, a solution of ethyl 1-[3-[4-[2-[(E)-2-phenylethenyl]-4-oxazolylmethoxy]phenyl]propyl]-2-imidazolecarboxylate (300 mg) in ether (5 mg)—tetrahydrofuran (10 ml). The mixture was stirred for one hour, to which was added 4N aqueous sodium hydroxide (0.025 ml). The mixture was stirred for 30 minutes at room temperature. The reaction mixture was poured into water, which was subjected to extraction... Starting materials: C(C)(C)(C)[C@@H](C(=O)O)OC1CCN(CC1)C(C(C)NC(=O)C=1C=C2C=CN=C(C2=CC1)N)=O (tert-butyl (S)-[[1-(2-[[(1-amino-6-isoquinolinyl)carbonyl]amino]-1-oxopropyl)piperidin-4-yl]oxy]acetic acid), Cl (hydrochloric acid). Run in O1CCOCC1 (dioxane). Reaction conditions: time 2 hour. Yields the product Cl.NC1=NC=CC2=CC(=CC=C12)C(=O)N[C@H](C(=O)N1CCC(CC1)OCC(=O)O)C ((S)-[[1-(2-[[(1-amino-6-isoquinolinyl)carbonyl]amino]-1-oxopropyl)piperidin-4-yl]oxy]acetic acid hydrochloride). As a reaction SMILES: C([C@H:5]([O:9][CH:10]1[CH2:15][CH2:14][N:13]([C:16](=[O:33])[CH:17]([NH:19][C:20]([C:22]2[CH:23]=[C:24]3[C:29](=[CH:30][CH:31]=2)[C:28]([NH2:32])=[N:27][CH:26]=[CH:25]3)=[O:21])[CH3:18])[CH2:12][CH2:11]1)[C:6]([OH:8])=[O:7])(C)(C)C.[ClH:34]>O1CCOCC1>[ClH:34].[NH2:32][C:28]1[C:29]2[C:24](=[CH:23][C:22]([C:20]([NH:19][C@@H:17]([CH3:18])[C:16]([N:13]3[CH2:12][CH2:11][CH:10]([O:9][CH2:5][C:6]([OH:8])=[O:7])[CH2:15][CH2:14]3)=[O:33])=[O:21])=[CH:31][CH:30]=2)[CH:25]=[CH:26][N:27]=1 |f:3.4|. Procedure: To a solution of 594 mg of tert-butyl (S)-[[1-(2-[[(1-amino-6-isoquinolinyl)carbonyl]amino]-1-oxopropyl)piperidin-4-yl]oxy]acetic acid in 8 mL of dioxane was added 3 mL 36% hydrochloric acid and stirred at room temperature for two hours. The solution was concentrated and trituration of the residue with diethyl ether yielded 560 mg of the title compound. HPLC Supelcosil LC-18-DB column using a gradient elution system of 20% A/80% B to 20% A/20% B/60% C over 40 min at a flow of 0.25 ml/min (A: 0.5...